Dataset: the Open Reaction Database (ORD), a public repository of structured organic reaction records. Task: describe an organic reaction: reactants, conditions, products, and yield Starting materials: Cl.Cl.NC1CN2CCC1CC2 (3-aminoquinuclidine dihydrochloride), COC1=C(C(=O)Cl)C=CC(=C1)OC (2,4-dimethoxybenzoyl chloride), C([O-])([O-])=O.[Na+].[Na+] (sodium carbonate), O (water). The solvent is C(Cl)(Cl)Cl (chloroform). Product: Cl.N12CC(C(CC1)CC2)NC(C2=C(C=C(C=C2)OC)OC)=O (N-(1-Azabicyclo[2.2.2]oct-3-yl)-2,4-dimethoxybenzamide, hydrochloride). The yield is 23.7%. Reaction SMILES: Cl.Cl.[NH2:3][CH:4]1[CH:9]2[CH2:10][CH2:11][N:6]([CH2:7][CH2:8]2)[CH2:5]1.[CH3:12][O:13][C:14]1[CH:22]=[C:21]([O:23][CH3:24])[CH:20]=[CH:19][C:15]=1[C:16]([Cl:18])=[O:17].C(=O)([O-])[O-].[Na+].[Na+].O>C(Cl)(Cl)Cl>[ClH:18].[N:6]12[CH2:11][CH2:10][CH:9]([CH2:8][CH2:7]1)[CH:4]([NH:3][C:16](=[O:17])[C:15]1[CH:19]=[CH:20][C:21]([O:23][CH3:24])=[CH:22][C:14]=1[O:13][CH3:12])[CH2:5]2 |f:0.1.2,4.5.6,9.10|. Reported procedure: A mixture of 3-aminoquinuclidine dihydrochloride, 6.95 g, (0.349), 2,4-dimethoxybenzoyl chloride, 700 g, (0.0349 mole), anhydrous sodium carbonate, 36.99 g, (0.349 mole), 175 ml water, and 175 ml chloroform was stirred rapidly to achieve good mixing of the 2 layers for 20 hrs. The chloroform layer was then separated, washed with water, dried over anhydrous magnesium sulfate, and concentrated to an impure oil. The oil was triturated twice with 20 ml portions of petroleum ether to remove some impu... The reactants are C(C)N(C(C)C)C(C)C (N-ethyl-N-isopropylpropan-2-amine), BrCC(=O)Br (bromoacetyl bromide), NC[C@H]1CN(CCC1)C(=O)OC(C)(C)C ((S)-tert-butyl 3-(aminomethyl)piperidine-1-carboxylate), CC1=C(C(=CC=C1)C)NC(=S)N/N=C/C1=CC=C(C=C1)C1=NN(C=N1)C1=CC=C(C=C1)OC(F)(F)F ((E)-N-(2,6-dimethylphenyl)-2-(4-(1-(4-(trifluoromethoxy)phenyl)-1H-1,2,4-triazol-3-yl)benzylidene)hydrazine-carbothioamide). Run in C(C)#N (acetonitrile), ClC(C)Cl (dichloroethane), ClCCl (dichloromethane). Run at time 30 minute. The product is CC1=C(C(=CC=C1)C)\N=C(/SCC(=O)NC[C@H]1CN(CCC1)C(=O)OC(C)(C)C)\N/N=C/C1=CC=C(C=C1)C1=NN(C=N1)C1=CC=C(C=C1)OC(F)(F)F ((S)-tert-butyl 3-((2-((Z)-(2,6-dimethylphenylimino)-((E)-2-(4-(1-(4-(trifluoromethoxy)phenyl)-1H-1,2,4-triazol-3-yl)benzylidene)hydrazinyl)-methylthio)acetamido)methyl)piperidine-1-carboxylate), solid. Yield: 24.0%. RXN SMILES: Br[CH2:2][C:3](Br)=[O:4].[NH2:6][CH2:7][C@@H:8]1[CH2:13][CH2:12][CH2:11][N:10]([C:14]([O:16][C:17]([CH3:20])([CH3:19])[CH3:18])=[O:15])[CH2:9]1.C(N(C(C)C)C(C)C)C.[CH3:30][C:31]1[CH:36]=[CH:35][CH:34]=[C:33]([CH3:37])[C:32]=1[NH:38][C:39]([NH:41]/[N:42]=[CH:43]/[C:44]1[CH:49]=[CH:48][C:47]([C:50]2[N:54]=[CH:53][N:52]([C:55]3[CH:60]=[CH:59][C:58]([O:61][C:62]([F:65])([F:64])[F:63])=[CH:57][CH:56]=3)[N:51]=2)=[CH:46][CH:45]=1)=[S:40]>ClC(Cl)C.ClCCl.C(#N)C>[CH3:37][C:33]1[CH:34]=[CH:35][CH:36]=[C:31]([CH3:30])[C:32]=1/[N:38]=[C:39](/[NH:41]/[N:42]=[CH:43]/[C:44]1[CH:49]=[CH:48][C:47]([C:50]2[N:54]=[CH:53][N:52]([C:55]3[CH:60]=[CH:59][C:58]([O:61][C:62]([F:64])([F:65])[F:63])=[CH:57][CH:56]=3)[N:51]=2)=[CH:46][CH:45]=1)\[S:40][CH2:2][C:3]([NH:6][CH2:7][C@@H:8]1[CH2:13][CH2:12][CH2:11][N:10]([C:14]([O:16][C:17]([CH3:20])([CH3:19])[CH3:18])=[O:15])[CH2:9]1)=[O:4]. Reported procedure: To a solution of bromoacetyl bromide (26 microliters (μL), 0.299 mmol) in dichloroethane (3 mL) was added dropwise a solution of (S)-tert-butyl 3-(aminomethyl)piperidine-1-carboxylate (63.9 mg, 0.298 mmol) in dichloromethane (1 mL), followed by N-ethyl-N-isopropylpropan-2-amine (76 mg, 0.588 mmol). This mixture was stirred at room temperature for 30 min, then (E)-N-(2,6-dimethylphenyl)-2-(4-(1-(4-(trifluoromethoxy)phenyl)-1H-1,2,4-triazol-3-yl)benzylidene)hydrazine-carbothioamide (100 mg, 0.196 ... Reactants: CC1CC(=O)NN=C1c1ccc2[nH]c(CCCCN3C(=O)c4ccccc4C3=O)nc2c1, CCO, NN, O. Yields the product CC1CC(=O)NN=C1c1ccc2[nH]c(CCCCN)nc2c1. Reaction SMILES: [C:1]1(=[O:2])[N:5]([CH2:6][CH2:7][CH2:8][CH2:9][c:10]2[n:11][c:12]3[c:13]([nH:14]2)[cH:15][cH:16][c:17]([C:19]2=[N:24][NH:23][C:22](=[O:25])[CH2:21][CH:20]2[CH3:26])[cH:18]3)[C:3](=[O:4])[c:27]2[cH:28][cH:29][cH:30][cH:31][c:32]21.[CH3:36][CH2:37][OH:38].[NH2:34][NH2:35].[OH2:33]>>[NH2:5][CH2:6][CH2:7][CH2:8][CH2:9][c:10]1[n:11][c:12]2[c:13]([nH:14]1)[cH:15][cH:16][c:17]([C:19]1=[N:24][NH:23][C:22](=[O:25])[CH2:21][CH:20]1[CH3:26])[cH:18]2. Procedure: A solution of cysteamine hydrochloride (30.81 mmol) in pivaloyl chloride (10 mL) was heated to 100° C. during 15 minutes. The reaction mixture was allowed to cool down to room temperature and was triturated in Et2O. The mixture was filtered. The solid was washed with Et2O and then dissolved in DMF (50 mL and 5 drops of HCl) upon heating. After cooled down to room temperature, the mixture was precipitated with Et2O, filtered and washed with Et2O to give after drying under vacuum the expected comp... Reaction SMILES: Cl.[NH2:2][CH2:3][CH2:4][SH:5].[C:6]([Cl:12])(=[O:11])[C:7]([CH3:10])([CH3:9])[CH3:8]>>[ClH:12].[CH3:8][C:7]([CH3:10])([CH3:9])[C:6](=[O:11])[S:5][CH2:4][CH2:3][NH2:2] |f:0.1,3.4|. The reactants are Cl.NCCS (cysteamine hydrochloride), C(C(C)(C)C)(=O)Cl (pivaloyl chloride). Yield: 94.0%. The product is Cl.CC(C(SCCN)=O)(C)C (S-(2-aminoethyl) 2,2-dimethylpropanethioate hydrochloride). Reactants: F[B-](F)(F)F, COC(=O)c1cc(OCCCO)cc(N2CCCC2=O)c1, C[O+](C)C, ClCCl. Yields the product COCCCOc1cc(C(=O)OC)cc(N2CCCC2=O)c1. RXN SMILES: [B-:22]([F:23])([F:24])([F:25])[F:26].[CH3:1][O:2][C:3]([c:4]1[cH:5][c:6]([O:16][CH2:17][CH2:18][CH2:19][OH:20])[cH:7][c:8]([N:10]2[C:11](=[O:15])[CH2:12][CH2:13][CH2:14]2)[cH:9]1)=[O:21].[CH3:27][O+:28]([CH3:29])[CH3:30].[Cl:31][CH2:32][Cl:33]>>[CH3:1][O:2][C:3]([c:4]1[cH:5][c:6]([O:16][CH2:17][CH2:18][CH2:19][O:20][CH3:27])[cH:7][c:8]([N:10]2[C:11](=[O:15])[CH2:12][CH2:13][CH2:14]2)[cH:9]1)=[O:21]. Reactants: COC=1C=C(N)C=C(C1)C(F)(F)F (3-Methoxy-5-(trifluoromethyl)aniline), N(=O)[O-].[Na+] (NaNO2), O (water). The solvent is Cl (HCl). Reaction conditions: temperature 2.5 celsius, time 30 minute. The product is COC=1C=C(C=C(C1)C(F)(F)F)O (3-methoxy-5-(trifluoromethyl)phenol). As a reaction SMILES: [CH3:1][O:2][C:3]1[CH:4]=[C:5]([CH:7]=[C:8]([C:10]([F:13])([F:12])[F:11])[CH:9]=1)N.N([O-])=[O:15].[Na+].O>Cl>[CH3:1][O:2][C:3]1[CH:4]=[C:5]([OH:15])[CH:7]=[C:8]([C:10]([F:13])([F:12])[F:11])[CH:9]=1 |f:1.2|. Reported procedure: 3-Methoxy-5-(trifluoromethyl)aniline. (5 g) was suspended in 20% HCl (200 mL), stirred for 30 min, cooled to 0-5° C. and diazotized with NaNO2 (2.17 g) added in small portions. The mixture was stirred for 30 min at that temperature and added dropwise to boiling water (200 mL). The mixture was refluxed for 15 min, allowed to cool to room temperature and extracted with AcOEt, dried (MgSO4), filtered and evaporated. The residue was then purified by column chromatography (silica gel; eluent: hexane ... Starting materials: CI (methyl iodide), C(C)OCC (diethyl ether), C[Mg]I (methylmagnesium iodide), CCOCC (ether), N(C(=O)C)C1=C2COC(=O)C2=CC=C1 (4-acetaminophthalide), [Cl-].[NH4+] (ammonium chloride), [Mg] (magnesium), C(C)OCC (diethyl ether). The solvent is O1CCCC1 (tetrahydrofuran). Conditions: time 8 hour. The product is CC(C1=C(C(=CC=C1)NC(=O)C)CO)(C)O (α,α-dimethyl-2-hydroxymethyl-3-acetaminobenzyl alcohol). As a reaction SMILES: [Mg].[CH3:2]I.C[Mg]I.[NH:7]([C:11]1[CH:20]=[CH:19][CH:18]=[C:17]2[C:12]=1[CH2:13][O:14]C2=O)[C:8]([CH3:10])=[O:9].[Cl-].[NH4+].C([O:25][CH2:26][CH3:27])C>O1CCCC1>[CH3:2][C:26]([OH:25])([CH3:27])[C:17]1[CH:18]=[CH:19][CH:20]=[C:11]([NH:7][C:8]([CH3:10])=[O:9])[C:12]=1[CH2:13][OH:14] |f:4.5|. Reported procedure: To a mixture of 9.5 g of metallic magnesium and 60 ml of diethyl ether was slowly added with stirring a solution of 56 g of methyl iodide in 120 ml of diethyl ether. The mixed solution was heated for 15 minutes under refluxing and cooled. The solution of methylmagnesium iodide thus prepared above in ether was slowly added with stirring at inner temperature of below 10 ° C. to a solution of 7.5 g of 4-acetaminophthalide in 120 ml of tetrahydrofuran followed by stirring at room temperature overnig...